Dataset: the Open Reaction Database (ORD), a public repository of structured organic reaction records. Task: describe an organic reaction: reactants, conditions, products, and yield Reactants: CC(Br)C(N)=O, Clc1ccc2[nH]ccc2c1, [H-], [Na+], CN(C)C=O, O. Yields the product CC(C(N)=O)n1ccc2cc(Cl)ccc21. RXN SMILES: [Br:13][CH:14]([C:15](=[O:16])[NH2:17])[CH3:18].[Cl:3][c:4]1[cH:5][c:6]2[cH:7][cH:8][nH:9][c:10]2[cH:11][cH:12]1.[H-:2].[Na+:1].[O:20]=[CH:21][N:22]([CH3:23])[CH3:24].[OH2:19]>>[Cl:3][c:4]1[cH:5][c:6]2[cH:7][cH:8][n:9]([CH:14]([C:15](=[O:16])[NH2:17])[CH3:18])[c:10]2[cH:11][cH:12]1. Reactants: CN(C)C=O, CCOC(C)=O, O=C(Cc1ccccc1)NC(=S)Nc1ccc(Oc2cc(NC(=O)N3CCCC3)ncn2)c(F)c1, Nc1ccc(Oc2ccnc(NC(=O)N3CCOCC3)c2)c(F)c1, O=C=NC(=O)Cc1ccccc1. Yields the product O=C(Cc1ccccc1)NC(=O)Nc1ccc(Oc2ccnc(NC(=O)N3CCOCC3)c2)c(F)c1. Reaction SMILES: [CH3:37][N:38]([CH3:39])[CH:40]=[O:41].[CH3:77][CH2:78][O:79][C:80](=[O:81])[CH3:82].[F:42][c:43]1[cH:44][c:45]([NH:46][C:47]([NH:48][C:49](=[O:50])[CH2:51][c:52]2[cH:53][cH:54][cH:55][cH:56][cH:57]2)=[S:58])[cH:59][cH:60][c:61]1[O:62][c:63]1[n:64][cH:65][n:66][c:67]([NH:68][C:69]([N:70]2[CH2:71][CH2:72][CH2:73][CH2:74]2)=[O:75])[cH:76]1.[NH2:1][c:2]1[cH:3][c:4]([F:24])[c:5]([O:6][c:7]2[cH:8][c:9]([NH:13][C:14](=[O:15])[N:16]3[CH2:17][CH2:18][O:19][CH2:20][CH2:21]3)[n:10][cH:11][cH:12]2)[cH:22][cH:23]1.[c:25]1([CH2:31][C:32](=[O:33])[N:34]=[C:35]=[O:36])[cH:26][cH:27][cH:28][cH:29][cH:30]1>>[NH:1]([c:2]1[cH:3][c:4]([F:24])[c:5]([O:6][c:7]2[cH:8][c:9]([NH:13][C:14](=[O:15])[N:16]3[CH2:17][CH2:18][O:19][CH2:20][CH2:21]3)[n:10][cH:11][cH:12]2)[cH:22][cH:23]1)[C:35]([NH:34][C:32]([CH2:31][c:25]1[cH:26][cH:27][cH:28][cH:29][cH:30]1)=[O:33])=[O:36].